This data is from the Open Reaction Database (ORD), a public repository of structured organic reaction records. The task is: describe an organic reaction: reactants, conditions, products, and yield Starting materials: [Cl-].O[NH3+] (hydroxylammonium chloride), C(O)([O-])=O.[Na+] (sodium hydrogencarbonate), CS(=O)C (dimethyl sulfoxide), C1(CC1)C1=CC2=C(N(C(N(C2=O)CC(C(C)(C)C)O)=O)CC2=CC=C(C=C2)C=2C(=CC=CC2)C#N)S1 (4′-{[6-cyclopropyl-3-(2-hydroxy-3,3-dimethylbutyl)-2,4-dioxo-3,4-dihydrothieno[2,3-d]pyrimidin-1(2H)-yl]methyl}biphenyl-2-carbonitrile). Run in O (water), C(C)(=O)OCC (ethyl acetate). Conditions: temperature 50 celsius, time 30 minute. Yields the product C1(CC1)C1=CC2=C(N(C(N(C2=O)CC(C(C)(C)C)O)=O)CC2=CC=C(C=C2)C2=C(C=CC=C2)C2=NOC(N2)=O)S1 (6-cyclopropyl-3-(2-hydroxy-3,3-dimethylbutyl)-1-{[2′-(5-oxo-4,5-dihydro-1,2,4-oxadiazol-3-yl)biphenyl-4-yl]methyl}thieno[2,3-d]pyrimidine-2,4(1H,3H)-dione). The yield is 56.4%. Reaction SMILES: [Cl-].O[NH3+:3].[C:4](=[O:7])([O-])[OH:5].[Na+].CS(C)=O.[CH:13]1([C:16]2[S:48][C:19]3[N:20]([CH2:33][C:34]4[CH:39]=[CH:38][C:37]([C:40]5[C:41]([C:46]#[N:47])=[CH:42][CH:43]=[CH:44][CH:45]=5)=[CH:36][CH:35]=4)[C:21](=[O:32])[N:22]([CH2:25][CH:26]([OH:31])[C:27]([CH3:30])([CH3:29])[CH3:28])[C:23](=[O:24])[C:18]=3[CH:17]=2)[CH2:15][CH2:14]1>O.C(OCC)(=O)C>[CH:13]1([C:16]2[S:48][C:19]3[N:20]([CH2:33][C:34]4[CH:35]=[CH:36][C:37]([C:40]5[CH:45]=[CH:44][CH:43]=[CH:42][C:41]=5[C:46]5[NH:3][C:4](=[O:7])[O:5][N:47]=5)=[CH:38][CH:39]=4)[C:21](=[O:32])[N:22]([CH2:25][CH:26]([OH:31])[C:27]([CH3:28])([CH3:30])[CH3:29])[C:23](=[O:24])[C:18]=3[CH:17]=2)[CH2:15][CH2:14]1 |f:0.1,2.3|. Procedure: A mixture of hydroxylammonium chloride (0.51 g), sodium hydrogencarbonate (0.76 g) and dimethyl sulfoxide (5 mL) was stirred at 50° C. for 30 min, 4′-{[6-cyclopropyl-3-(2-hydroxy-3,3-dimethylbutyl)-2,4-dioxo-3,4-dihydrothieno[2,3-d]pyrimidin-1(2H)-yl]methyl}biphenyl-2-carbonitrile (0.46 g) was added, and the mixture was stirred at 90° C. for 20 hr. After allowing to cool to room temperature, ethyl acetate and water were added to the reaction mixture, and the mixture was extracted with ethyl acet... The reactants are ClCCOC=C (2-chloroethylvinyl ether), C1=C(C=CC2=CC=CC=C12)C(=O)O (2-naphthoic acid), eluant, CO (methanol), C([O-])([O-])=O.[K+].[K+] (potassium carbonate). The solvent is O1CCOCC1 (dioxane), C(Cl)(Cl)Cl (chloroform), O1CCOCC1 (dioxane). Reaction conditions: time 1 hour. Product: C1=C(C=CC2=CC=CC=C12)C(=O)CCOC=C (2-naphthoylethylvinyl ether). The yield is 97.5%. As a reaction SMILES: [CH:1]1[C:10]2[C:5](=[CH:6][CH:7]=[CH:8][CH:9]=2)[CH:4]=[CH:3][C:2]=1[C:11]([OH:13])=O.C(=O)([O-])[O-].[K+].[K+].Cl[CH2:21][CH2:22][O:23][CH:24]=[CH2:25].CO>O1CCOCC1.C(Cl)(Cl)Cl>[CH:1]1[C:10]2[C:5](=[CH:6][CH:7]=[CH:8][CH:9]=2)[CH:4]=[CH:3][C:2]=1[C:11]([CH2:25][CH2:24][O:23][CH:22]=[CH2:21])=[O:13] |f:1.2.3|. Procedure: In a 300 mL three necked oven dried round bottom flask equipped with a magnetic stirrer, 25 g (0.145 mol) of 2-naphthoic acid and 24.07 g (0.17 mol) of potassium carbonate (K2CO3) were suspended in 100 ml of dioxane and the mixture stirred at room temperature for 1 hour, forming a thick slurry. 18.53 g (0.17 mol) of 2-chloroethylvinyl ether dissolved in 10 ml of dioxane was slowly added to the reaction mixture using a dropping funnel over a period of 1 hour and the reaction refluxed overnight fo...